Dataset: the Open Reaction Database (ORD), a public repository of structured organic reaction records. Task: describe an organic reaction: reactants, conditions, products, and yield Starting materials: C1OC=2C=C(C=CC2OC1)NC1=NC(=NC=C1F)NC1=CC(=CC=C1)O (N4-(3,4-ethylenedioxyphenyl)-5-fluoro-N2-(3-hydroxyphenyl)-2,4-pyrimidinediamine), ClC1=NC=C(C(=N1)NC1=CC2=C(C=C1)OCCO2)F (2-chloro-N4-(3,4-ethylenedioxyphenyl)-5-fluoro-4-pyrimidineamine), NC=1C=C2C=CNC2=CC1 (5-aminoindole). Product: C1OC=2C=C(C=CC2OC1)NC1=NC(=NC=C1F)NC=1C=C2C=CNC2=CC1 (N4-(3,4-ethylenedioxyphenyl)-5-fluoro-N2-[(1H)-indol-5-yl]-2,4-pyrimidinediamine). RXN SMILES: [CH2:1]1[CH2:10][O:9][C:8]2[CH:7]=[CH:6][C:5]([NH:11][C:12]3[C:17]([F:18])=[CH:16][N:15]=[C:14]([NH:19][C:20]4[CH:25]=[CH:24][CH:23]=[C:22](O)[CH:21]=4)[N:13]=3)=[CH:4][C:3]=2[O:2]1.ClC1N=C(NC2C=CC3OCCOC=3C=2)[C:31](F)=[CH:30][N:29]=1.NC1C=C2C(=CC=1)NC=C2>>[CH2:1]1[CH2:10][O:9][C:8]2[CH:7]=[CH:6][C:5]([NH:11][C:12]3[C:17]([F:18])=[CH:16][N:15]=[C:14]([NH:19][C:20]4[CH:21]=[C:22]5[C:23](=[CH:24][CH:25]=4)[NH:29][CH:30]=[CH:31]5)[N:13]=3)=[CH:4][C:3]=2[O:2]1. Reported procedure: In a manner similar to the preparation of N4-(3,4-ethylenedioxyphenyl)-5-fluoro-N2-(3-hydroxyphenyl)-2,4-pyrimidinediamine, 2-chloro-N4-(3,4-ethylenedioxyphenyl)-5-fluoro-4-pyrimidineamine and 5-aminoindole were reacted to yield N4-(3,4-ethylenedioxyphenyl)-5-fluoro-N2-[(1H)-indol-5-yl]-2,4-pyrimidinediamine. LCMS: ret. time: 20.37 min.; purity: 97%; MS (m/e): 378 (MH+). The reactants are glass, CN(C1=CC=C(C=C1)B(O)O)C (4-(dimethylamino)phenylboronic acid), C(C)(C)(C)C1=C(C(=CC(=C1)C(C)(C)C)N1N=C2C(=N1)C(=CC=C2Br)Br)O (2,4-di-tert-butyl-6-(4,7-dibromo-benzotriazol-2-yl)-phenol). The reagents and catalysts are [Pd].C1(=CC=CC=C1)P(C1=CC=CC=C1)C1=CC=CC=C1.C1(=CC=CC=C1)P(C1=CC=CC=C1)C1=CC=CC=C1.C1(=CC=CC=C1)P(C1=CC=CC=C1)C1=CC=CC=C1.C1(=CC=CC=C1)P(C1=CC=CC=C1)C1=CC=CC=C1 (tetrakis (triphenylphosphine) palladium). Solvent: C1(=CC=CC=C1)C (toluene), C1(=CC=CC=C1)C (toluene), C1(=CC=CC=C1)C (toluene). Conditions: temperature 95 celsius. Product: CN(C1=CC=C(C=C1)C1=CC=C(C2=NN(N=C21)C2=C(C(=CC(=C2)C(C)(C)C)C(C)(C)C)O)C2=CC=C(C=C2)N(C)C)C (2-(4,7-bis(4-(dimethylamino)phenyl)-2H-benzotriazol-2-yl)-4,6-di-tert-butylphenol). RXN SMILES: [CH3:1][N:2]([CH3:12])[C:3]1[CH:8]=[CH:7][C:6](B(O)O)=[CH:5][CH:4]=1.[C:13]([C:17]1[CH:22]=[C:21]([C:23]([CH3:26])([CH3:25])[CH3:24])[CH:20]=[C:19]([N:27]2[N:31]=[C:30]3[C:32](Br)=[CH:33][CH:34]=[C:35](Br)[C:29]3=[N:28]2)[C:18]=1[OH:38])([CH3:16])([CH3:15])[CH3:14]>C1(C)C=CC=CC=1.[Pd].C1(P(C2C=CC=CC=2)C2C=CC=CC=2)C=CC=CC=1.C1(P(C2C=CC=CC=2)C2C=CC=CC=2)C=CC=CC=1.C1(P(C2C=CC=CC=2)C2C=CC=CC=2)C=CC=CC=1.C1(P(C2C=CC=CC=2)C2C=CC=CC=2)C=CC=CC=1>[CH3:1][N:2]([CH3:12])[C:3]1[CH:8]=[CH:7][C:6]([C:32]2[C:30]3[C:29](=[N:28][N:27]([C:19]4[CH:20]=[C:21]([C:23]([CH3:26])([CH3:25])[CH3:24])[CH:22]=[C:17]([C:13]([CH3:16])([CH3:15])[CH3:14])[C:18]=4[OH:38])[N:31]=3)[C:35]([C:6]3[CH:7]=[CH:8][C:3]([N:2]([CH3:12])[CH3:1])=[CH:4][CH:5]=3)=[CH:34][CH:33]=2)=[CH:5][CH:4]=1 |f:3.4.5.6.7|. Procedure details: To a 40 mL glass vial, was added 4-(dimethylamino)phenylboronic acid (0.0858 g, 0.520 mmol), 2,4-di-tert-butyl-6-(4,7-dibromo-benzotriazol-2-yl)-phenol (0.1251 g, 0.260 mmol), toluene (0.65 mL), phase transfer catalyst (Aliquat 366®, 60% in toluene, 0.35 mL), tetrakis (triphenylphosphine) palladium in toluene (0.0104 M, 1.0 ml), and 0.8 mL of 2M degassed aqueous potassium carbonate. The vial was heated on an orbital shaker at 95° C. for 20 hours. After cooling to room temperature, methanol was a... The reactants are Brc1cccnc1, O=C1CCC2(CC1)CCN(Cc1ccccc1)C2, C1CCOC1, [Li]CCCC. Product: OC1(c2cccnc2)CCC2(CCN(Cc3ccccc3)C2)CC1. Reaction SMILES: [Br:1][c:2]1[cH:3][n:4][cH:5][cH:6][cH:7]1.[CH2:13]([c:14]1[cH:15][cH:16][cH:17][cH:18][cH:19]1)[N:20]1[CH2:21][C:22]2([CH2:23][CH2:24]1)[CH2:25][CH2:26][C:27](=[O:30])[CH2:28][CH2:29]2.[CH2:31]1[O:32][CH2:33][CH2:34][CH2:35]1.[CH3:8][CH2:9][CH2:10][CH2:11][Li:12]>>[c:2]1([C:27]2([OH:30])[CH2:26][CH2:25][C:22]3([CH2:21][N:20]([CH2:13][c:14]4[cH:15][cH:16][cH:17][cH:18][cH:19]4)[CH2:24][CH2:23]3)[CH2:29][CH2:28]2)[cH:3][n:4][cH:5][cH:6][cH:7]1. Reactants: COc1cc(C(C)=O)cc(OC)c1OC, O=Cc1c[nH]c2cc(Cl)ccc12. Yields the product COc1cc(C(=O)C=Cc2c[nH]c3cc(Cl)ccc23)cc(OC)c1OC. RXN SMILES: [CH3:1][O:2][c:3]1[cH:4][c:5]([C:13]([CH3:14])=[O:15])[cH:6][c:7]([O:11][CH3:12])[c:8]1[O:9][CH3:10].[Cl:16][c:17]1[cH:18][cH:19][c:20]2[c:21]([CH:26]=[O:27])[cH:22][nH:23][c:24]2[cH:25]1>>[CH3:1][O:2][c:3]1[cH:4][c:5]([C:13]([CH:14]=[CH:26][c:21]2[c:20]3[cH:19][cH:18][c:17]([Cl:16])[cH:25][c:24]3[nH:23][cH:22]2)=[O:15])[cH:6][c:7]([O:11][CH3:12])[c:8]1[O:9][CH3:10]. Reactants: ClC(C(CC)N=O)(C)C (4-Chloro-4-methyl-3-nitrosopentane), Cl (hydrochloride), Cl.Cl.NCC(CN1C(=NC=C1)[N+](=O)[O-])ONC(C)(C(CCCC)=NO)C (2-[[1-(Aminomethyl)-2-(2-nitro-1H-imidazol-1-yl)ethoxy]amino]-2-methyl-3-heptanone oxime dihydrochloride), C(C)(C)N(CC)C(C)C (diisopropylethylamine), C([O-])([O-])=O.[K+].[K+] (potassium carbonate). The solvent is C(C)#N (acetonitrile), C(C)#N (acetonitrile). Reaction conditions: time 12 hour. Product: CC(C(CC)=NO)(NCC(ONC(C(CCCC)=NO)(C)C)CN1C(=NC=C1)[N+](=O)[O-])C (4,4,10,10-Tetramethyl-7-[(2-nitro-1H-imidazol-1-yl)methyl]-8-oxa-5,9-diazapentadecane-3,11-dione dioxime). Reaction SMILES: Cl[C:2]([CH3:9])([CH3:8])[CH:3]([N:6]=[O:7])[CH2:4][CH3:5].Cl.Cl.Cl.[NH2:13][CH2:14][CH:15]([O:25][NH:26][C:27]([CH3:36])([C:29](=[N:34][OH:35])[CH2:30][CH2:31][CH2:32][CH3:33])[CH3:28])[CH2:16][N:17]1[CH:21]=[CH:20][N:19]=[C:18]1[N+:22]([O-:24])=[O:23].C(N(C(C)C)CC)(C)C.C(=O)([O-])[O-].[K+].[K+]>C(#N)C>[CH3:8][C:2]([CH3:9])([NH:13][CH2:14][CH:15]([CH2:16][N:17]1[CH:21]=[CH:20][N:19]=[C:18]1[N+:22]([O-:24])=[O:23])[O:25][NH:26][C:27]([CH3:28])([CH3:36])[C:29](=[N:34][OH:35])[CH2:30][CH2:31][CH2:32][CH3:33])[C:3](=[N:6][OH:7])[CH2:4][CH3:5] |f:2.3.4,6.7.8|. Reported procedure: 4-Chloro-4-methyl-3-nitrosopentane (0.52 g, 3.5 mmol, Example 27(A)) was added to a mixture of the hydrochloride title product of step B above (0.62 g, 1.5 mmol) and diisopropylethylamine (0.45 g, 3.5 mmol) in acetonitrile (10 mL), and the mixture was stirred at room temperature for 12 hrs. Acetonitrile was removed on a rotary evaporator and the thick oil obtained was basified with potassium carbonate solution. The light green oil obtained was extracted with ethyl acetate and dried (Na2SO4). Eth... Starting materials: BrC=1C=C(C=CC1[N+](=O)[O-])N1CC(CC1)(C(F)(F)F)C1=CC(=CC(=C1)Cl)Cl (1-(3-bromo-4-nitrophenyl)-3-(3,5-dichlorophenyl)-3-(trifluoromethyl)pyrrolidine), O1CCOCC1 (1,4-dioxane), stannous chloride dihydrate, Cl (hydrochloric acid), C(O)([O-])=O.[Na+] (sodium hydrogen carbonate). The solvent is O (water), C(C)(=O)OCC (ethyl acetate), C(C)O (ethanol). Product: BrC1=C(N)C=CC(=C1)N1CC(CC1)(C(F)(F)F)C1=CC(=CC(=C1)Cl)Cl (2-bromo-4-[3-(3,5-dichlorophenyl)-3-(trifluoromethyl)-pyrrolidin-1-yl]aniline). Yield: 70.7%. RXN SMILES: [Br:1][C:2]1[CH:3]=[C:4]([N:11]2[CH2:15][CH2:14][C:13]([C:20]3[CH:25]=[C:24]([Cl:26])[CH:23]=[C:22]([Cl:27])[CH:21]=3)([C:16]([F:19])([F:18])[F:17])[CH2:12]2)[CH:5]=[CH:6][C:7]=1[N+:8]([O-])=O.O1CCOCC1.Cl.C(=O)([O-])O.[Na+]>O.C(OCC)(=O)C.C(O)C>[Br:1][C:2]1[CH:3]=[C:4]([N:11]2[CH2:15][CH2:14][C:13]([C:20]3[CH:21]=[C:22]([Cl:27])[CH:23]=[C:24]([Cl:26])[CH:25]=3)([C:16]([F:17])([F:18])[F:19])[CH2:12]2)[CH:5]=[CH:6][C:7]=1[NH2:8] |f:3.4|. Reported procedure: To the solution of 1-(3-bromo-4-nitrophenyl)-3-(3,5-dichlorophenyl)-3-(trifluoromethyl)pyrrolidine (1.10 g) in the mixed solvent of 1,4-dioxane and ethanol was added stannous chloride dihydrate (2.05 g) and a small amount of concentrated hydrochloric acid, and the mixture was then stirred 4 hours at 90° C. The mixture was cooled to room temperature and then poured into the mixed solution of ethyl acetate and water, which was then neutralized with sodium hydrogen carbonate with vigorous stirring.... The reactants are FC=1C=C(C=C(C1)CO[C@@H](C(F)(F)F)C)B1OC(C(O1)(C)C)(C)C (2-[3-fluoro-5-((R)-2,2,2-trifluoro-1-methylethoxymethyl)phenyl]-4,4,5,5-tetramethyl-[1,3,2]dioxaborolane), IC1=CC(=NN1C1=CC=CC=C1)N (5-iodo-1-phenyl-1H-pyrazol-3-ylamine), aqueous solution, C([O-])([O-])=O.[Na+].[Na+] (sodium carbonate), C1(CCCCC1)P(C1CCCCC1)C1CCCCC1 (tricyclohexylphosphine), C(O)([O-])=O.[Na+] (sodium hydrogen carbonate). Reagents/catalysts: C(C)(=O)[O-].[Pd+2].C(C)(=O)[O-] (palladium (II) acetate). The solvent is COCCOC (1,2-dimethoxyethane), C(C)(=O)OCC (ethyl acetate). The product is FC=1C=C(C=C(C1)CO[C@@H](C(F)(F)F)C)C1=CC(=NN1C1=CC=CC=C1)N (5-[3-Fluoro-5-((R)-2,2,2-trifluoro-1-methylethoxymethyl)phenyl]-1-phenyl-1H-pyrazol-3-ylamine). The yield is 77.2%. As a reaction SMILES: [F:1][C:2]1[CH:3]=[C:4](B2OC(C)(C)C(C)(C)O2)[CH:5]=[C:6]([CH2:8][O:9][C@H:10]([CH3:15])[C:11]([F:14])([F:13])[F:12])[CH:7]=1.I[C:26]1[N:30]([C:31]2[CH:36]=[CH:35][CH:34]=[CH:33][CH:32]=2)[N:29]=[C:28]([NH2:37])[CH:27]=1.C(=O)([O-])[O-].[Na+].[Na+].C1(P(C2CCCCC2)C2CCCCC2)CCCCC1.C(=O)([O-])O.[Na+]>COCCOC.C([O-])(=O)C.[Pd+2].C([O-])(=O)C.C(OCC)(=O)C>[F:1][C:2]1[CH:3]=[C:4]([C:26]2[N:30]([C:31]3[CH:36]=[CH:35][CH:34]=[CH:33][CH:32]=3)[N:29]=[C:28]([NH2:37])[CH:27]=2)[CH:5]=[C:6]([CH2:8][O:9][C@H:10]([CH3:15])[C:11]([F:12])([F:13])[F:14])[CH:7]=1 |f:2.3.4,6.7,9.10.11|. Procedure details: To 2-[3-fluoro-5-((R)-2,2,2-trifluoro-1-methylethoxymethyl)phenyl]-4,4,5,5-tetramethyl-[1,3,2]dioxaborolane (49 mg) were sequentially added a solution of 5-iodo-1-phenyl-1H-pyrazol-3-ylamine (36 mg) prepared according to the same procedures as Preparation 2 in 1,2-dimethoxyethane (1.0 ml), a 2M aqueous solution of sodium carbonate (0.5 ml), tricyclohexylphosphine (7.3 mg) and palladium (II) acetate (3.0 mg) at room temperature, and the mixture was stirred at 100° C. for 2 hours. This reaction mi...